This data is from the Open Reaction Database (ORD), a public repository of structured organic reaction records. The task is: describe an organic reaction: reactants, conditions, products, and yield Reactants: [BH4-].[Na+] (sodium borohydride), [OH-].[Na+] (sodium hydroxide), ClC1=CC=C(C2=C1CCN(CC2)C)C=O (9-chloro-2,3,4,5-tetrahydro-3-methyl-1H-3-benzazepine-6-carboxaldehyde), Cl (hydrochloric acid). Procedure details: A solution of 9-chloro-2,3,4,5-tetrahydro-3-methyl-1H-3-benzazepine-6-carboxaldehyde (3.07 g, 13.8 mmol) in methanol (35 ml) was cooled to 5° C. and treated with sodium borohydride (3.07 g, 81 mmol). The mixture was stirred for 15 minutes at 5° C. and for 45 minutes at 25° C. The mixture was cooled and carefully treated with dilute hydrochloric acid. The mixture was diluted with brine, basified with 10% sodium hydroxide and extracted with ethyl acetate. The organic phase was dried, concentrated ... RXN SMILES: [Cl:1][C:2]1[C:7]2[CH2:8][CH2:9][N:10]([CH3:13])[CH2:11][CH2:12][C:6]=2[C:5]([CH:14]=[O:15])=[CH:4][CH:3]=1.[BH4-].[Na+].Cl.[OH-].[Na+]>CO.[Cl-].[Na+].O>[Cl:1][C:2]1[C:7]2[CH2:8][CH2:9][N:10]([CH3:13])[CH2:11][CH2:12][C:6]=2[C:5]([CH2:14][OH:15])=[CH:4][CH:3]=1 |f:1.2,4.5,7.8.9|. Product: ClC1=CC=C(C2=C1CCN(CC2)C)CO (9-chloro-2,3,4,5-tetrahydro-3-methyl-1H-3-benzazepine-6-methanol). Reaction conditions: temperature 25 celsius, time 45 minute. Yield: 46.6%. Solvent: CO (methanol), [Cl-].[Na+].O (brine). The reactants are ClCCCl, C1CCNCC1, CCN(C(C)C)C(C)C, ClCCl, Oc1cccc2[nH]nnc12, O=C(O)c1cc2cc(Oc3nc4ccccc4s3)ccc2[nH]1. Product: O=C(c1cc2cc(Oc3nc4ccccc4s3)ccc2[nH]1)N1CCCCC1. Reaction SMILES: [CH2:1]([Cl:2])[CH2:3][Cl:4].[CH2:5]1[CH2:6][CH2:7][NH:8][CH2:9][CH2:10]1.[CH:11]([N:12]([CH2:13][CH3:14])[CH:15]([CH3:16])[CH3:17])([CH3:18])[CH3:19].[Cl:52][CH2:53][Cl:54].[OH:20][c:21]1[c:22]2[n:23][n:24][nH:25][c:26]2[cH:27][cH:28][cH:29]1.[s:30]1[c:31]([O:39][c:40]2[cH:41][c:42]3[cH:43][c:44]([C:49](=[O:50])[OH:51])[nH:45][c:46]3[cH:47][cH:48]2)[n:32][c:33]2[c:34]1[cH:35][cH:36][cH:37][cH:38]2>>[CH2:5]1[CH2:6][CH2:7][N:8]([C:49]([c:44]2[cH:43][c:42]3[cH:41][c:40]([O:39][c:31]4[s:30][c:34]5[c:33]([n:32]4)[cH:38][cH:37][cH:36][cH:35]5)[cH:48][cH:47][c:46]3[nH:45]2)=[O:50])[CH2:9][CH2:10]1.